This data is from the Open Reaction Database (ORD), a public repository of structured organic reaction records. The task is: describe an organic reaction: reactants, conditions, products, and yield RXN SMILES: FC(=C)C([O-])=O.[F:7][C:8]([F:31])([C:12]([F:30])([F:29])C(F)(F)C(F)(F)[C:15]([F:24])([F:23])[C:16](F)([F:21])[C:17]([F:20])([F:19])[F:18])C([O-])=O.[NH4+]>O>[F:7][C:8]([F:31])=[C:12]([F:30])[F:29].[F:18][C:17]([F:20])([F:19])[C:16]([F:21])=[C:15]([F:24])[F:23] |f:1.2,4.5|. Solvent: O (water). Yields the product FC(=C(F)F)F.FC(C(=C(F)F)F)(F)F (Tetrafluoroethylene Hexafluoropropylene). The reactants are FC(C(=O)[O-])=C (fluoroacrylate), FC(C(=O)[O-])(C(C(C(C(C(C(F)(F)F)(F)F)(F)F)(F)F)(F)F)(F)F)F.[NH4+] (ammonium perfluorooctanoate). Run at time 234 minute. Reported procedure: In a 2-liter reactor were added 1000 gram of deionized water, 70 gram of fluoroacrylate (Zonyl TA-N from dupont), 130 gram of ammonium perfluorooctanoate (Fluororad FC-143, 3M). The mixture is a transparent microemulsion at 50° C. and maintained at a stirring speed of about 1200 rpm. The rector was then vacuumed and purged with tetrafluoroethylene gas three times to ensure oxygen content in the mixture to be below 30 ppm. Then the temperature of the mixture was raised and maintained to be about ...